Dataset: the Open Reaction Database (ORD), a public repository of structured organic reaction records. Task: describe an organic reaction: reactants, conditions, products, and yield Starting materials: [N+](=O)([O-])C1=C2C=CC=C(C2=CC=C1)N (5-nitro-1-naphthylamine), [H][H] (hydrogen). Reagents/catalysts: [Pd] (palladium on carbon). The solvent is C1(=CC=CC=C1)C (toluene). The product is C1(=CC=CC=2C(=CC=CC12)N)N (1,5-naphthalenediamine). The yield is 97.5%. As a reaction SMILES: [N+:1]([C:4]1[CH:13]=[CH:12][CH:11]=[C:10]2[C:5]=1[CH:6]=[CH:7][CH:8]=[C:9]2[NH2:14])([O-])=O.[H][H]>C1(C)C=CC=CC=1.[Pd]>[C:4]1([NH2:1])[C:5]2[CH:6]=[CH:7][CH:8]=[C:9]([NH2:14])[C:10]=2[CH:11]=[CH:12][CH:13]=1. Procedure details: 8.20 g of 5-nitro-1-naphthylamine (43.6 mmol) in 35 ml of toluene are placed in a 0.1 liter autoclave with 0.5 g of palladium on carbon (5%) and hydrogenated at 50° C. and 40 bar hydrogen pressure for 5 h, stirring. On completion of the reaction, the cooled autoclave is depressurised and the catalyst is filtered off. With a quantitative conversion, 6.72 g of 1,5-naphthalenediamine (42.5 mmol, 97.5%) are formed. Starting materials: CC1([C@H]([C@@H]1C=1C=NC(=NC1)C(C)(C)C)C(=O)OCC)C (ethyl trans-2,2-dimethyl-3-[2-(2-methylprop-2-yl)pyrimidin-5-yl]cyclopropane carboxylate), [OH-].[Na+] (sodium hydroxide). Run in C(C)O (ethanol), O (water). Reaction conditions: time 5 hour. The product is CC1([C@H]([C@@H]1C=1C=NC(=NC1)C(C)(C)C)C(=O)O)C (trans-2,2-dimethyl-3-[2-(2-methylprop-2-yl)pyrimidin-5-yl]cyclopropane carboxylic acid). Isolated yield 89.9%. As a reaction SMILES: [CH3:1][C:2]1([CH3:20])[C@@H:4]([C:5]2[CH:6]=[N:7][C:8]([C:11]([CH3:14])([CH3:13])[CH3:12])=[N:9][CH:10]=2)[C@@H:3]1[C:15]([O:17]CC)=[O:16].[OH-].[Na+]>C(O)C.O>[CH3:1][C:2]1([CH3:20])[C@@H:4]([C:5]2[CH:6]=[N:7][C:8]([C:11]([CH3:12])([CH3:13])[CH3:14])=[N:9][CH:10]=2)[C@@H:3]1[C:15]([OH:17])=[O:16] |f:1.2|. Procedure: A solution of ethyl trans-2,2-dimethyl-3-[2-(2-methylprop-2-yl)pyrimidin-5-yl]cyclopropane carboxylate (2.6 g) in ethanol (50 cm3) was mixed with a solution of sodium hydroxide (1.0 g) in water (50 cm3) and the mixture stirred at the ambient temperature for 5 hours. After removal of the bulk of the ethanol by evaporation under reduced pressure the pH of the residual mixture was adjusted to 3 with dilute hydrochloric acid. The mixture was extracted with diethyl ether (2×200 cm3), and the combined... Starting materials: C(C)NC(=O)NC=1SC2=C(N1)C=C(C=C2C=2N=C(SC2)OC)C=2C=NC=CC2 (1-ethyl-3-[7-(2-methoxy-thiazol-4-yl)-5-pyridin-3-yl-benzothiazol-2-yl]-urea), B(Br)(Br)Br (BBr3). Run in C(Cl)Cl (DCM). Reaction conditions: temperature 50 celsius. Product: C(C)NC(=O)NC=1SC2=C(N1)C=C(C=C2C=2N=C(SC2)O)C=2C=NC=CC2 (1-Ethyl-3-[7-(2-hydroxy-thiazol-4-yl)-5-pyridin-3-yl-benzothiazol-2-yl]-urea). Yield: 7.3%. RXN SMILES: [CH2:1]([NH:3][C:4]([NH:6][C:7]1[S:8][C:9]2[C:15]([C:16]3[N:17]=[C:18]([O:21]C)[S:19][CH:20]=3)=[CH:14][C:13]([C:23]3[CH:24]=[N:25][CH:26]=[CH:27][CH:28]=3)=[CH:12][C:10]=2[N:11]=1)=[O:5])[CH3:2].B(Br)(Br)Br>C(Cl)Cl>[CH2:1]([NH:3][C:4]([NH:6][C:7]1[S:8][C:9]2[C:15]([C:16]3[N:17]=[C:18]([OH:21])[S:19][CH:20]=3)=[CH:14][C:13]([C:23]3[CH:24]=[N:25][CH:26]=[CH:27][CH:28]=3)=[CH:12][C:10]=2[N:11]=1)=[O:5])[CH3:2]. Procedure details: To a solution of 1-ethyl-3-[7-(2-methoxy-thiazol-4-yl)-5-pyridin-3-yl-benzothiazol-2-yl]-urea (0.05 g, 0.12 mmol) in dry DCM (5 mL) was added BBr3 (0.20 mL) under nitrogen atmosphere at 0° C. The reaction mixture was then heated at 50° C. for 24 h under nitrogen atmosphere. After the completion of the reaction (TLC monitoring), the reaction mixture was cooled to 0° C. and then quenched with ice-cold water followed by extraction with DCM. The combined organic layers were dried over anhydrous Na2S... Starting materials: BrC=1SC(=CC1)[N+](=O)[O-] (2-bromo-5-nitrothiophene), C([O-])([O-])=O.[K+].[K+] (potassium carbonate), CN(C=O)C (dimethylformamide), C1(=CC=CC=C1)C1=CC2=C(N=CN=C2S)N1 (6-phenyl-7H-pyrrolo[2,3-d]pyrimidine-4-thiol). Run in O (water). Conditions: time 8 hour. The product is [N+](=O)([O-])C1=CC=C(S1)SC=1C2=C(N=CN1)NC(=C2)C2=CC=CC=C2 (4-(5-Nitro-2-thiophenylsulfanyl)-6-phenyl-7H-pyrrolo[2,3-d]pyrimidine). Reaction SMILES: Br[C:2]1[S:3][C:4]([N+:7]([O-:9])=[O:8])=[CH:5][CH:6]=1.C(=O)([O-])[O-].[K+].[K+].CN(C)C=O.[C:21]1([C:27]2[NH:36][C:30]3[N:31]=[CH:32][N:33]=[C:34]([SH:35])[C:29]=3[CH:28]=2)[CH:26]=[CH:25][CH:24]=[CH:23][CH:22]=1>O>[N+:7]([C:4]1[S:3][C:2]([S:35][C:34]2[C:29]3[CH:28]=[C:27]([C:21]4[CH:26]=[CH:25][CH:24]=[CH:23][CH:22]=4)[NH:36][C:30]=3[N:31]=[CH:32][N:33]=2)=[CH:6][CH:5]=1)([O-:9])=[O:8] |f:1.2.3|. Procedure: After adding 1.05 g of 2-bromo-5-nitrothiophene, 0.95 g of potassium carbonate and 15 ml of dimethylformamide to the 6-phenyl-7H-pyrrolo[2,3-d]pyrimidine-4-thiol synthesized in Production Example 161-1 and stirring the mixture overnight at room temperature, water was added and the precipitated crystals were filtered out, blow-dried and dried under reduced pressure to obtain 1.30 g of the title compound. Yields the product ClC=1C(=C(C(=O)NOCC(=O)O)C(=CC1)Cl)OC ([(3,6dichloro-2methoxybenzoyl)aminooxy]acetic acid). Solvent: O (water), O (water), C(C)O (ethanol), C(C)O (ethanol), O (H2O), C(C)O (ethanol). Reaction SMILES: [OH-].[Na+].[Cl:3][C:4]1[C:5]([O:15][CH3:16])=[C:6]([C:11]([Cl:14])=[CH:12][CH:13]=1)[C:7]([NH:9][OH:10])=[O:8].Br[CH2:18][C:19]([OH:21])=[O:20].Cl>O.C(O)C>[Cl:3][C:4]1[C:5]([O:15][CH3:16])=[C:6]([C:11]([Cl:14])=[CH:12][CH:13]=1)[C:7]([NH:9][O:10][CH2:18][C:19]([OH:21])=[O:20])=[O:8] |f:0.1|. Starting materials: Cl (HCl), [OH-].[Na+] (sodium hydroxide), ClC=1C(=C(C(=O)NO)C(=CC1)Cl)OC (3,6-dichloro-2-methoxybenzohydroxamic acid), BrCC(=O)O (bromoacetic acid). Procedure: To a solution of 86.34 g. of sodium hydroxide in 1.2 W of water was added 900 ml. of 95% ethanol and 240 g. of 3,6-dichloro-2-methoxybenzohydroxamic acid. To aid dissolution, an additional 300 ml. 95% ethanol and 60 ml. H2O were added. A solution of 153.12 g. bromoacetic acid in 120 ml. of 95% ethanol was then added to the reaction mixture over 0.5 hours, followed by 60 ml. of water. The mixture was then heated to reflux for 3 hours, cooled to ambient temperature, and 150 ml. 20% HCl added. The ... Reactants: [Al+3], CCCCC, c1ccc(C(c2ccccc2)C2CC3OC3CO2)cc1, [H-], [H-], [H-], [H-], [Li+]. Product: OC1CCC(C(c2ccccc2)c2ccccc2)OC1. As a reaction SMILES: [Al+3:22].[CH3:27][CH2:28][CH2:29][CH2:30][CH3:31].[CH:1]([c:2]1[cH:3][cH:4][cH:5][cH:6][cH:7]1)([c:8]1[cH:9][cH:10][cH:11][cH:12][cH:13]1)[CH:14]1[O:15][CH2:16][CH:17]2[O:18][CH:19]2[CH2:20]1.[H-:21].[H-:24].[H-:25].[H-:26].[Li+:23]>>[CH:1]([c:2]1[cH:3][cH:4][cH:5][cH:6][cH:7]1)([c:8]1[cH:9][cH:10][cH:11][cH:12][cH:13]1)[CH:14]1[O:15][CH2:16][CH:17]([OH:18])[CH2:19][CH2:20]1. Starting materials: FC1=CC=C(\C=N\C2=C3COC(C3=CC=C2)=O)C=C1 ((E)-4-(4-fluorobenzylideneamino)isobenzofuran-1(3H)-one), CN1C(=NN=C1)C=O (4-methyl-4H-1,2,4-triazole-3-carbaldehyde), [O-]CC.[Na+] (sodium ethoxide), C(C)O (ethanol). Run in C(CC)(=O)OCC (ethyl propionate). Run at temperature 0 celsius, time 2.5 hour. Product: FC1=CC=C(C=C1)C1NC=2C=CC=C(C2C(C1C1=NN=CN1C)=O)C(=O)OCC (Ethyl 2-(4-fluorophenyl)-3-(4-methyl-4H-1,2,4-triazol-3-yl)-4-oxo-1,2,3,4-tetrahydroquinoline-5-carboxylate). The yield is 11.0%. Reaction SMILES: [F:1][C:2]1[CH:19]=[CH:18][C:5](/[CH:6]=[N:7]/[C:8]2[CH:16]=[CH:15][CH:14]=[C:13]3[C:9]=2[CH2:10][O:11][C:12]3=[O:17])=[CH:4][CH:3]=1.[CH3:20][N:21]1[CH:25]=[N:24][N:23]=[C:22]1[CH:26]=O.[O-:28][CH2:29][CH3:30].[Na+].C(O)C>C(OCC)(=O)CC>[F:1][C:2]1[CH:3]=[CH:4][C:5]([CH:6]2[CH:26]([C:22]3[N:21]([CH3:20])[CH:25]=[N:24][N:23]=3)[C:29](=[O:28])[C:30]3[C:13]([C:12]([O:11][CH2:10][CH3:9])=[O:17])=[CH:14][CH:15]=[CH:16][C:8]=3[NH:7]2)=[CH:18][CH:19]=1 |f:2.3|. Procedure: A mixture of compound (E)-4-(4-fluorobenzylideneamino)isobenzofuran-1(3H)-one (690 mg, 2.7 mmol) and 4-methyl-4H-1,2,4-triazole-3-carbaldehyde (300 mg, 2.7 mmol) in ethyl propionate (20 mL) was cooled to 0° C. Then a solution of sodium ethoxide in ethanol [sodium (250 mg, 10.8 mmol) in ethanol (10 mL)] was added dropwise. After the addition the mixture was stirred at room temperature for 2.5 hr, then was quenched with water (20 mL) and solvent was removed in vacuum. The residue was dissolved in ...